This data is from the Open Reaction Database (ORD), a public repository of structured organic reaction records. The task is: describe an organic reaction: reactants, conditions, products, and yield The reactants are CCOC(=O)c1nc(-c2ccccc2)c2ccccc2c1OC(C)=O, CCCCO, CCOC(C)=O, [Na+], O=C([O-])O, O=S(=O)(O)O. The product is CCOC(=O)c1nc(-c2ccccc2)c2ccccc2c1O. Reaction SMILES: [CH2:1]([CH3:2])[O:3][C:4](=[O:5])[c:6]1[n:7][c:8](-[c:20]2[cH:21][cH:22][cH:23][cH:24][cH:25]2)[c:9]2[cH:10][cH:11][cH:12][cH:13][c:14]2[c:15]1[O:16][C:17](=[O:18])[CH3:19].[CH2:26]([OH:27])[CH2:28][CH2:29][CH3:30].[CH3:41][CH2:42][O:43][C:44]([CH3:45])=[O:46].[Na+:40].[O-:36][C:37]([OH:38])=[O:39].[S:31](=[O:32])(=[O:33])([OH:34])[OH:35]>>[CH2:1]([CH3:2])[O:3][C:4](=[O:5])[c:6]1[n:7][c:8](-[c:20]2[cH:21][cH:22][cH:23][cH:24][cH:25]2)[c:9]2[cH:10][cH:11][cH:12][cH:13][c:14]2[c:15]1[OH:16]. Starting materials: CC(C)(C)n1nc(CCC=O)cc1-c1ccccc1, Cc1ccc(N2CCNCC2)cc1C, CCN(C(C)C)C(C)C. Yields the product Cc1ccc(N2CCN(CCCc3cc(-c4ccccc4)n(C(C)(C)C)n3)CC2)cc1C. As a reaction SMILES: [C:1]([CH3:2])([CH3:3])([CH3:4])[n:5]1[n:6][c:7]([CH2:16][CH2:17][CH:18]=[O:19])[cH:8][c:9]1-[c:10]1[cH:11][cH:12][cH:13][cH:14][cH:15]1.[CH3:20][c:21]1[cH:22][c:23]([N:28]2[CH2:29][CH2:30][NH:31][CH2:32][CH2:33]2)[cH:24][cH:25][c:26]1[CH3:27].[CH:34]([N:35]([CH2:36][CH3:37])[CH:38]([CH3:39])[CH3:40])([CH3:41])[CH3:42]>>[C:1]([CH3:2])([CH3:3])([CH3:4])[n:5]1[n:6][c:7]([CH2:16][CH2:17][CH2:18][N:31]2[CH2:30][CH2:29][N:28]([c:23]3[cH:22][c:21]([CH3:20])[c:26]([CH3:27])[cH:25][cH:24]3)[CH2:33][CH2:32]2)[cH:8][c:9]1-[c:10]1[cH:11][cH:12][cH:13][cH:14][cH:15]1. The reactants are [H-].[Na+] (NaH), NC=1C=CC(=C(C1)O)Cl (5-amino-2-chlorophenol), Cl.ClCCN1CCCC1 (2-chloroethyl-pyrrolidine hydrochloride). Solvent: CN(C)C=O (DMF). Reaction conditions: temperature 80 celsius, time 10 minute. The product is ClC1=C(C=C(C=C1)N)OCCN1CCCC1 (4-Chloro-3-(2-pyrrolidin-1-yl-ethoxy)-phenylamine). RXN SMILES: [H-].[Na+].[NH2:3][C:4]1[CH:5]=[CH:6][C:7]([Cl:11])=[C:8]([OH:10])[CH:9]=1.Cl.Cl[CH2:14][CH2:15][N:16]1[CH2:20][CH2:19][CH2:18][CH2:17]1>CN(C=O)C>[Cl:11][C:7]1[CH:6]=[CH:5][C:4]([NH2:3])=[CH:9][C:8]=1[O:10][CH2:14][CH2:15][N:16]1[CH2:20][CH2:19][CH2:18][CH2:17]1 |f:0.1,3.4|. Reported procedure: To a stirring RT slurry of NaH (0.10 g of a 60% by weight oil dispersion, 2.5 mmol) in DMF (2 mL) was added 5-amino-2-chlorophenol (0.20 g, 1.4 mmol). The mixture was stirred for 10 min before adding 1-(2-chloroethyl-pyrrolidine hydrochloride (0.17 g, 1.0 mmol). The reaction was heated at 80° C. for 15 h. The reaction was quenched with water, treated with 1N NaOH, and extracted twice with EtOAc. The combined organic layers were washed with brine, dried over Na2SO4, filtered, and concentrated in ... The reactants are NC1=CC(=NN1C1=C(C=C(C=C1Cl)C(F)(F)F)Cl)C1=CC=CC=C1 (5-amino-1-(2,6-dichloro-4-trifluoromethylphenyl)-3-phenylpyrazole), IN1C(CCC1=O)=O (N-iodosuccinirnide). Solvent: C(C)#N (acetonitrile). Product: NC1=C(C(=NN1C1=C(C=C(C=C1Cl)C(F)(F)F)Cl)C1=CC=CC=C1)I (5-Amino-1-(2,6-dichloro-4-trifluoromethylphenyl)4-iodo-3-phenylpyrazole). RXN SMILES: [NH2:1][C:2]1[N:6]([C:7]2[C:12]([Cl:13])=[CH:11][C:10]([C:14]([F:17])([F:16])[F:15])=[CH:9][C:8]=2[Cl:18])[N:5]=[C:4]([C:19]2[CH:24]=[CH:23][CH:22]=[CH:21][CH:20]=2)[CH:3]=1.[I:25]N1C(=O)CCC1=O>C(#N)C>[NH2:1][C:2]1[N:6]([C:7]2[C:8]([Cl:18])=[CH:9][C:10]([C:14]([F:16])([F:15])[F:17])=[CH:11][C:12]=2[Cl:13])[N:5]=[C:4]([C:19]2[CH:20]=[CH:21][CH:22]=[CH:23][CH:24]=2)[C:3]=1[I:25]. Procedure details: To a stirred solution of 5-amino-1-(2,6-dichloro-4-trifluoromethylphenyl)-3-phenylpyrazole (0.12 g) and N-iodosuccinirnide (0.08 g) in acetonitrile (5 ml) were left at room temperature overnight. The mixture was evaporated to dryness and the residue partitioned between dichloromethane (15 ml) and water (10 ml). The organic layer was separated and washed with water (20 ml, ×2), brine (15 ml) and dried (MgSO4) and evaporated. The residue was triturated with hexane to give the title compound as a y... The product is S(N)(=O)(=O)OCCOC1=CC=C(C=C1)Cl (2-(4-Chlorophenoxy)ethanol sulfamate). Reactants: ClC1=CC=C(OCCO)C=C1 (2-(4-chlorophenoxy)ethanol), N1=CC=CC=C1 (pyridine), CNS(=O)(=O)Cl (methylsulfamoyl chloride). Run in C(Cl)Cl (methylene chloride), C(Cl)Cl (methylene chloride). The yield is 35.3%. Conditions: time 3 day. Procedure: To a stirred solution of 45.0 g (0.347 mole) of methylsulfamoyl chloride prepared above in 100 ml of methylene chloride was added in a thin stream a solution of 25.0 g (0.145 mole) of 2-(4-chlorophenoxy)ethanol (Lancaster Synthesis, Inc., Windham, N.H. 03087) in 30 ml (0.369 mole) of pyridine and 100 ml of methylene chloride and the reaction mixture was stirred at ambient temperature for 3 days. The solids were removed by filtration and the filtrate was evaporated under reduced pressure to yield... As a reaction SMILES: C[NH:2][S:3](Cl)(=[O:5])=[O:4].[Cl:7][C:8]1[CH:17]=[CH:16][C:11]([O:12][CH2:13][CH2:14][OH:15])=[CH:10][CH:9]=1.N1C=CC=CC=1>C(Cl)Cl>[S:3]([O:15][CH2:14][CH2:13][O:12][C:11]1[CH:16]=[CH:17][C:8]([Cl:7])=[CH:9][CH:10]=1)(=[O:5])(=[O:4])[NH2:2]. Reactants: C(C1=CC=CC=C1)OC(=O)N[C@@H]1C(N(CCC1)P(=O)(NC)NC)=O ((3S)-3-benzyloxycarbonylamino-1-bis(methylamino)phosphinyl-2-piperidone). Reagents/catalysts: [Pd] (Palladium black). Run in CO (methanol). Run at time 3 hour. Product: N[C@@H]1C(N(CCC1)P(=O)(NC)NC)=O ((3S)-3-amino-1-bis(methylamino)phosphinyl-2-piperidone). Reaction SMILES: C(OC([NH:11][C@H:12]1[CH2:17][CH2:16][CH2:15][N:14]([P:18]([NH:22][CH3:23])([NH:20][CH3:21])=[O:19])[C:13]1=[O:24])=O)C1C=CC=CC=1>CO.[Pd]>[NH2:11][C@H:12]1[CH2:17][CH2:16][CH2:15][N:14]([P:18]([NH:22][CH3:23])([NH:20][CH3:21])=[O:19])[C:13]1=[O:24]. Procedure: Palladium black (52 mg) was added to a solution of (3S)-3-benzyloxycarbonylamino-1-bis(methylamino)phosphinyl-2-piperidone (524.1 mg, 1.4791 mmol) in methanol (5.2 mL), and the resulting mixture was stirred at room temperature for 3 hours under a hydrogen atmosphere.